Dataset: the Open Reaction Database (ORD), a public repository of structured organic reaction records. Task: describe an organic reaction: reactants, conditions, products, and yield The reactants are CC1=C(N=C(O1)C1=CC=CC=C1)CCOC1=CC=C(C=C2C(NOC2=O)=O)C=C1 (4-[4-[2-(5-Methyl-2-phenyl-4-oxazolyl)ethoxy]benzilidene]-3,5-isooxazolidinedione), CO (methanol). The reagents and catalysts are [C].[Pd] (Palladium carbon). The solvent is O1CCCC1 (tetrahydrofuran). Conditions: time 13.5 hour. Product: C(N)(=O)C(C(=O)O)CC1=CC=C(C=C1)OCCC=1N=C(OC1C)C1=CC=CC=C1 (2-Carbamoyl-3-[4-[2-(5-methyl-2-phenyl-4-oxazolyl)ethoxy]phenyl]propionic acid). Yield: 44.1%. RXN SMILES: [CH3:1][C:2]1[O:6][C:5]([C:7]2[CH:12]=[CH:11][CH:10]=[CH:9][CH:8]=2)=[N:4][C:3]=1[CH2:13][CH2:14][O:15][C:16]1[CH:29]=[CH:28][C:19]([CH:20]=[C:21]2[C:25](=[O:26])[O:24][NH:23][C:22]2=[O:27])=[CH:18][CH:17]=1.CO>O1CCCC1.[C].[Pd]>[C:22]([CH:21]([CH2:20][C:19]1[CH:18]=[CH:17][C:16]([O:15][CH2:14][CH2:13][C:3]2[N:4]=[C:5]([C:7]3[CH:12]=[CH:11][CH:10]=[CH:9][CH:8]=3)[O:6][C:2]=2[CH3:1])=[CH:29][CH:28]=1)[C:25]([OH:26])=[O:24])(=[O:27])[NH2:23] |f:3.4|. Procedure: 4-[4-[2-(5-Methyl-2-phenyl-4-oxazolyl)ethoxy]benzilidene]-3,5-isooxazolidinedione (11.5 g, 29.3 mmol) synthesized according to the method described in WO95/18125 was dissolved in tetrahydrofuran (220 ml). 5% Palladium carbon (1.15 g) was added and the mixture was vigorously stirred under a hydrogen atmosphere (normal pressure) at room temperature for 13.5 hr. To the reaction mixture was added methanol (150 ml), and the catalyst was removed by celite filtration. The solvent was evaporated and the... The reactants are ClC(Cl)Cl, CC(C)C(=O)Nc1cccc(C2CCN(CCCN)CC2)c1, O=C(O)C(c1ccccc1)(c1ccccc1)c1ccccc1. The product is CC(C)C(=O)Nc1cccc(C2CCN(CCCNC(=O)C(c3ccccc3)(c3ccccc3)c3ccccc3)CC2)c1. Reaction SMILES: [Cl:45][CH:46]([Cl:47])[Cl:48].[NH2:23][CH2:24][CH2:25][CH2:26][N:27]1[CH2:28][CH2:29][CH:30]([c:33]2[cH:34][c:35]([NH:39][C:40]([CH:41]([CH3:42])[CH3:43])=[O:44])[cH:36][cH:37][cH:38]2)[CH2:31][CH2:32]1.[c:1]1([C:7]([C:8](=[O:9])[OH:10])([c:11]2[cH:12][cH:13][cH:14][cH:15][cH:16]2)[c:17]2[cH:18][cH:19][cH:20][cH:21][cH:22]2)[cH:2][cH:3][cH:4][cH:5][cH:6]1>>[c:1]1([C:7]([C:8](=[O:9])[NH:23][CH2:24][CH2:25][CH2:26][N:27]2[CH2:28][CH2:29][CH:30]([c:33]3[cH:34][c:35]([NH:39][C:40]([CH:41]([CH3:42])[CH3:43])=[O:44])[cH:36][cH:37][cH:38]3)[CH2:31][CH2:32]2)([c:11]2[cH:12][cH:13][cH:14][cH:15][cH:16]2)[c:17]2[cH:18][cH:19][cH:20][cH:21][cH:22]2)[cH:2][cH:3][cH:4][cH:5][cH:6]1. Starting materials: [H-].[Na+] (sodium hydride), resultant mixture, Cl (hydrogen chloride), hydrochloride salt, C(=O)(OCC1=CC=CC=C1)N1CC2N(C3=CC=CC=C3NC2=O)CC1 (3-carbobenzoxy-2,3,4,4a-tetrahydro-1H-pyrazino[1,2-a] -quinoxaline-5(6H)-one), CI (methyl iodide), [H][H] (hydrogen). Reagents/catalysts: [Pd] (palladium on carbon). Solvent: O (water), CN(C=O)C (dimethyl formamide), CN(C=O)C (dimethylformamide), C(C)O (ethanol). Conditions: time 0.5 hour. Product: CN1C(C2N(C3=CC=CC=C13)CCNC2)=O (2,3,4,4a-Tetrahydro-6Methyl-1 H-Pyrazino[1,2-a]Quinoxaline-5(6H)-One). RXN SMILES: [H-].[Na+].C([N:13]1[CH2:27][CH2:26][N:16]2[C:17]3[C:22]([NH:23][C:24](=[O:25])[CH:15]2[CH2:14]1)=[CH:21][CH:20]=[CH:19][CH:18]=3)(OCC1C=CC=CC=1)=O.[CH3:28]I.Cl.[H][H]>[Pd].C(O)C.O.CN(C)C=O>[CH3:28][N:23]1[C:22]2[C:17](=[CH:18][CH:19]=[CH:20][CH:21]=2)[N:16]2[CH2:26][CH2:27][NH:13][CH2:14][CH:15]2[C:24]1=[O:25] |f:0.1|. Procedure: To a stirred suspension of 0.87 g. (0.0180 mole) of sodium hydride (50% suspension in nujol) in 50 ml. of dimethyl formamide under a nitrogen atmosphere is added 5.5 g. (0.968 mole) of 3-carbobenzoxy-2,3,4,4a-tetrahydro-1H-pyrazino[1,2-a] -quinoxaline-5(6H)-one. The mixture is stirred 1/2 hours, then to it is added 4.5 g. of methyl iodide in 10 ml. of dimethylformamide. The resultant mixture is stirred for 1 hour, then poured into 100 ml. of water. The aqueous mixture is extracted with methylene... Reactants: BrC1=CC(=CC=C1)C(F)F (1-bromo-3-(difluoromethyl)benzene), C(CCC)[Sn](C(=C)OCC)(CCCC)CCCC (tributyl(1-ethoxyvinyl)tin), Cl (hydrochloric acid). Reagents/catalysts: Cl[Pd]([P](C1=CC=CC=C1)(C2=CC=CC=C2)C3=CC=CC=C3)([P](C4=CC=CC=C4)(C5=CC=CC=C5)C6=CC=CC=C6)Cl (dichlorobis(triphenylphosphine)-palladium(II)). Solvent: C(C)(=O)OCC (ethyl acetate), C1(=CC=CC=C1)C (toluene). Conditions: temperature 100 celsius, time 1 hour. Product: FC(C=1C=C(C=CC1)C(C)=O)F (1-(3-(difluoromethyl)phenyl)ethanone). The yield is 97.9%. Reaction SMILES: Br[C:2]1[CH:7]=[CH:6][CH:5]=[C:4]([CH:8]([F:10])[F:9])[CH:3]=1.C([Sn](CCCC)(CCCC)[C:16]([O:18]CC)=[CH2:17])CCC.Cl>C1(C)C=CC=CC=1.C(OCC)(=O)C.Cl[Pd](Cl)([P](C1C=CC=CC=1)(C1C=CC=CC=1)C1C=CC=CC=1)[P](C1C=CC=CC=1)(C1C=CC=CC=1)C1C=CC=CC=1>[F:9][CH:8]([F:10])[C:4]1[CH:3]=[C:2]([C:16](=[O:18])[CH3:17])[CH:7]=[CH:6][CH:5]=1 |^1:45,64|. Procedure details: A mixture of 1-bromo-3-(difluoromethyl)benzene (0.72 g, 3.48 mmol), tributyl(1-ethoxyvinyl)tin (1.38 g, 3.83 mmol), dichlorobis(triphenylphosphine)-palladium(II) (0.24 g, 0.35 mmol) in toluene (12 mL) is heated at 100° C. under nitrogen atmosphere for 16 hours. After cooling to room temperature, 2M hydrochloric acid (12 mL) is added to the mixture. Then the resulting mixture is stirred at room temperature for 1 hour. The mixture is diluted with ethyl acetate (100 mL) and washed with water (100 m...